This data is from the Open Reaction Database (ORD), a public repository of structured organic reaction records. The task is: describe an organic reaction: reactants, conditions, products, and yield Starting materials: C1(C=CC=C1)[Ti](C1=C(C(=C(C(=C1F)F)O)F)F)(C1=C(C(=C(C(=C1F)F)O)F)F)C1C=CC=C1 (bis(cyclopentadienyl)bis(2,3,5,6-tetrafluoro-4-hydroxyphenyl)titanium), C1(=CC=C(C=C1)S(=O)(=O)Cl)C (toluene-4-sulfonyl chloride), [OH-].[Na+] (sodium hydroxide), ice water, CCOCC (ether). The solvent is C1(=CC=CC=C1)C (toluene). Run at temperature 40 celsius, time 4 hour. Product: C1(C=CC=C1)[Ti](C1=C(C(=C(C(=C1F)F)OS(=O)(=O)C1=CC=C(C=C1)C)F)F)(C1=C(C(=C(C(=C1F)F)OS(=O)(=O)C1=CC=C(C=C1)C)F)F)C1C=CC=C1 (Bis(cyclopentadienyl)bis[2,3,5,6-tetrafluoro-4-(4-tolylsulfonyloxy)phenyl]titanium). As a reaction SMILES: [CH:1]1([Ti:6]([CH:29]2[CH:33]=[CH:32][CH:31]=[CH:30]2)([C:18]2[C:23]([F:24])=[C:22]([F:25])[C:21]([OH:26])=[C:20]([F:27])[C:19]=2[F:28])[C:7]2[C:12]([F:13])=[C:11]([F:14])[C:10]([OH:15])=[C:9]([F:16])[C:8]=2[F:17])[CH:5]=[CH:4][CH:3]=[CH:2]1.[C:34]1([CH3:44])[CH:39]=[CH:38][C:37]([S:40](Cl)(=[O:42])=[O:41])=[CH:36][CH:35]=1.[OH-:45].[Na+].CCO[CH2:50][CH3:51]>C1(C)C=CC=CC=1>[CH:29]1([Ti:6]([CH:1]2[CH:5]=[CH:4][CH:3]=[CH:2]2)([C:18]2[C:23]([F:24])=[C:22]([F:25])[C:21]([O:26][S:40]([C:37]3[CH:38]=[CH:39][C:50]([CH3:51])=[CH:35][CH:36]=3)(=[O:41])=[O:45])=[C:20]([F:27])[C:19]=2[F:28])[C:7]2[C:12]([F:13])=[C:11]([F:14])[C:10]([O:15][S:40]([C:37]3[CH:38]=[CH:39][C:34]([CH3:44])=[CH:35][CH:36]=3)(=[O:42])=[O:41])=[C:9]([F:16])[C:8]=2[F:17])[CH:33]=[CH:32][CH:31]=[CH:30]1 |f:2.3|. Procedure details: 5.1 g (0.010 mol) of bis(cyclopentadienyl)bis(2,3,5,6-tetrafluoro-4-hydroxyphenyl)titanium are suspended in 100 ml of toluene in a sulfation flask under nitrogen as protective gas. 5.7 g (0.030 mol) of toluene-4-sulfonyl chloride are then added. 40 ml of 1N sodium hydroxide solution (0.040 mol) are subsequently added dropwise, and the mixture is stirred for 4 hours at 40° C. After a check of the reaction using thin-layer chromatography, the reaction mixture is allowed to cool. 100 ml of ice-wate... Reactants: Cl.ClC1=C2C(=NC(=C1)C1=CC(=CC=C1)Cl)CCC2 (4-chloro-2-(3-chlorophenyl)-6,7-dihydro-5H-cyclopenta[b]pyridine hydrochloride), NC1=CC=C(CC(C(=O)N)C(=O)N)C=C1 (2-(4-aminobenzyl)malonamide), C([O-])(O)=O.[Na+] (sodium bicarbonate). The reagents and catalysts are Cl (HCl). The solvent is CN1CCCC1=O (NMP), O (water). Reaction conditions: temperature 140 celsius. The product is Cl.ClC=1C=C(C=CC1)C1=CC(=C2C(=N1)CCC2)NC2=CC=C(CC(C(=O)N)C(=O)N)C=C2 (2-(4-((2-(3-Chlorophenyl)-6,7-dihydro-5H-cyclopenta[b]pyridin-4-yl)amino)benzyl)malonamide hydrochloride). Isolated yield 45.0%. RXN SMILES: Cl.[Cl:2][C:3]1[CH:8]=[C:7]([C:9]2[CH:14]=[CH:13][CH:12]=[C:11]([Cl:15])[CH:10]=2)[N:6]=[C:5]2[CH2:16][CH2:17][CH2:18][C:4]=12.[NH2:19][C:20]1[CH:33]=[CH:32][C:23]([CH2:24][CH:25]([C:29]([NH2:31])=[O:30])[C:26]([NH2:28])=[O:27])=[CH:22][CH:21]=1.C(=O)(O)[O-].[Na+]>Cl.CN1C(=O)CCC1.O>[ClH:2].[Cl:15][C:11]1[CH:10]=[C:9]([C:7]2[N:6]=[C:5]3[CH2:16][CH2:17][CH2:18][C:4]3=[C:3]([NH:19][C:20]3[CH:21]=[CH:22][C:23]([CH2:24][CH:25]([C:26]([NH2:28])=[O:27])[C:29]([NH2:31])=[O:30])=[CH:32][CH:33]=3)[CH:8]=2)[CH:14]=[CH:13][CH:12]=1 |f:0.1,3.4,8.9|. Reported procedure: A 10-mL microwave vial was charged with 4-chloro-2-(3-chlorophenyl)-6,7-dihydro-5H-cyclopenta[b]pyridine hydrochloride (0.100 g, 0.33 mmol), 2-(4-aminobenzyl)malonamide (0.110 g, 0.53 mmol) and conc. HCl (1 drop) in NMP (3 mL). The resulting mixture was heated at 140° C. under microwave irradiation for 3 h. After this time, the reaction mixture was cooled, diluted with water (15 mL) and then treated with saturated sodium bicarbonate until pH˜8. The resulting solid was isolated by filtration and ... Starting materials: CI, Cl, Nc1nc(-c2ccco2)c2nnn(Cc3c(F)cc(O)cc3F)c2n1, CN(C)C=O, O. Product: COc1cc(F)c(Cn2nnc3c(-c4ccco4)nc(N)nc32)c(F)c1. As a reaction SMILES: [CH3:27][I:28].[ClH:1].[F:2][c:3]1[c:4]([CH2:5][n:6]2[n:7][n:8][c:9]3[c:10]2[n:11][c:12]([NH2:20])[n:13][c:14]3-[c:15]2[o:16][cH:17][cH:18][cH:19]2)[c:21]([F:26])[cH:22][c:23]([OH:25])[cH:24]1.[O:29]=[CH:30][N:31]([CH3:32])[CH3:33].[OH2:34]>>[F:2][c:3]1[c:4]([CH2:5][n:6]2[n:7][n:8][c:9]3[c:10]2[n:11][c:12]([NH2:20])[n:13][c:14]3-[c:15]2[o:16][cH:17][cH:18][cH:19]2)[c:21]([F:26])[cH:22][c:23]([O:25][CH3:27])[cH:24]1. Starting materials: ON=C(C(=O)OC(C)(C)C)C(C1=CC=NC=C1)=O (tert-Butyl 2-hydroxyimino-3-oxo-3-(4-pyridyl)propionate), FC1=CC=C(CN)C=C1 (4-fluorobenzylamine). Run in C(C)#N (acetonitrile). Yields the product FC1=CC=C(C=C1)C=1NC(=C(N1)C(=O)OC(C)(C)C)C1=CC=NC=C1 (tert-butyl 2-(4-fluorophenyl)-5-(4-pyridyl)imidazole-4-carboxylate). Reaction SMILES: O[N:2]=[C:3]([C:11](=O)[C:12]1[CH:17]=[CH:16][N:15]=[CH:14][CH:13]=1)[C:4]([O:6][C:7]([CH3:10])([CH3:9])[CH3:8])=[O:5].[F:19][C:20]1[CH:27]=[CH:26][C:23]([CH2:24][NH2:25])=[CH:22][CH:21]=1>C(#N)C>[F:19][C:20]1[CH:27]=[CH:26][C:23]([C:24]2[NH:25][C:11]([C:12]3[CH:17]=[CH:16][N:15]=[CH:14][CH:13]=3)=[C:3]([C:4]([O:6][C:7]([CH3:10])([CH3:9])[CH3:8])=[O:5])[N:2]=2)=[CH:22][CH:21]=1. Procedure: tert-Butyl 2-hydroxyimino-3-oxo-3-(4-pyridyl)propionate and 4-fluorobenzylamine were dissolved in acetonitrile (80 ml). The mixture was reacted and treated in the same manner as in Starting Material Synthetic Example 5 to give tert-butyl 2-(4-fluorophenyl)-5-(4-pyridyl)imidazole-4-carboxylate. Reactants: Cl.N(N)C1=CC=C(C=C1)CCO (2-(4-hydrazinophenyl)ethanol hydrochloride), C1(=CC=CC=C1)C(C(C)=O)C(C)=O (3-phenylpentane-2,4-dione). Yields the product CC1=NN(C(=C1C1=CC=CC=C1)C)C1=CC=C(C=C1)CCO (2-[4-(3,5-Dimethyl-4-phenyl-1H-pyrazol-1-yl)phenyl]ethanol). RXN SMILES: Cl.[NH:2]([C:4]1[CH:9]=[CH:8][C:7]([CH2:10][CH2:11][OH:12])=[CH:6][CH:5]=1)[NH2:3].[C:13]1([CH:19]([C:23](=O)[CH3:24])[C:20](=O)[CH3:21])[CH:18]=[CH:17][CH:16]=[CH:15][CH:14]=1>>[CH3:24][C:23]1[C:19]([C:13]2[CH:18]=[CH:17][CH:16]=[CH:15][CH:14]=2)=[C:20]([CH3:21])[N:2]([C:4]2[CH:5]=[CH:6][C:7]([CH2:10][CH2:11][OH:12])=[CH:8][CH:9]=2)[N:3]=1 |f:0.1|. Reported procedure: The title compound was prepared according to the procedure described in step 1 of Example 1 from 2-(4-hydrazinophenyl)ethanol hydrochloride and 3-phenylpentane-2,4-dione: MS (ESI) m/z 293 [M+H]+, 1H-NMR (CDCl3) δ 7.45-7.27 (9H, m), 3.79 (2H, t, J=6.6 Hz), 2.87 (2H, t, J=6.6 Hz), 2.32 (3H, s), 2.26 (3H, s). Starting materials: C=CCCCC(NC(=O)OC(C)(C)C)C(=O)NC(C)C(=O)NC(CC(C)CCC=C)C1CC(C)C(=O)O1, ClCCl. The product is CC1CCC=CCCCC(NC(=O)OC(C)(C)C)C(=O)NC(C)C(=O)NC(C2CC(C)C(=O)O2)C1. RXN SMILES: [C:1]([CH3:2])([CH3:3])([CH3:4])[O:5][C:6]([NH:7][CH:8]([CH2:9][CH2:10][CH2:11][CH:12]=[CH2:13])[C:14]([NH:15][CH:16]([CH3:17])[C:18]([NH:19][CH:20]([CH2:21][CH:22]([CH2:23][CH2:24][CH:25]=[CH2:26])[CH3:27])[CH:28]1[O:29][C:30](=[O:34])[CH:31]([CH3:33])[CH2:32]1)=[O:35])=[O:36])=[O:37].[Cl:38][CH2:39][Cl:40]>>[C:1]([CH3:2])([CH3:3])([CH3:4])[O:5][C:6]([NH:7][CH:8]1[CH2:9][CH2:10][CH2:11][CH:12]=[CH:13][CH2:24][CH2:23][CH:22]([CH3:27])[CH2:21][CH:20]([CH:28]2[O:29][C:30](=[O:34])[CH:31]([CH3:33])[CH2:32]2)[NH:19][C:18](=[O:35])[CH:16]([CH3:17])[NH:15][C:14]1=[O:36])=[O:37]. Reactants: Cl (hydrochloric acid), C(C)(=O)OC=1C=C(C=CC1OC(C)=O)C=CC(C(CCCC)C)=O (1-(3,4-diacetoxyphenyl)-4-methyl-1-octen-3-one). The product is OC=1C=C(C=CC1O)C=CC(C(CCCC)C)=O (1-(3,4-dihydroxyphenyl)-4-methyl-1-octen-3-one). The yield is 93.7%. RXN SMILES: Cl.C([O:5][C:6]1[CH:7]=[C:8]([CH:16]=[CH:17][C:18](=[O:25])[CH:19]([CH3:24])[CH2:20][CH2:21][CH2:22][CH3:23])[CH:9]=[CH:10][C:11]=1[O:12]C(=O)C)(=O)C>>[OH:5][C:6]1[CH:7]=[C:8]([CH:16]=[CH:17][C:18](=[O:25])[CH:19]([CH3:24])[CH2:20][CH2:21][CH2:22][CH3:23])[CH:9]=[CH:10][C:11]=1[OH:12]. Reported procedure: A hydrochloric acid-acidified aqueous solution obtained by following the same procedure as in Example 27 using 1.0 g of 1-(3,4-diacetoxyphenyl)-4-methyl-1-octen-3-one, was extracted twice each time with 20 ml of ether. The extract was washed with water, dried over anhydrous magnesium sulfate, and concentrated under reduced pressure to provide 0.7 g of oily 1-(3,4-dihydroxyphenyl)-4-methyl-1-octen-3-one. Starting materials: C(=O)(O)C=1N=CSC1\C=C/SC(C1=CC=CC=C1)(C1=CC=CC=C1)C1=CC=CC=C1 (4-carboxy-5-((Z)-2-tritylthioethen-1-yl)thiazole), C(=O)(O)C(O)C(O)C(=O)O.OC1CNC1 (3-hydroxyazetidine tartrate). Yields the product OC1CN(C1)C(=O)C=1N=CSC1\C=C/SC(C1=CC=CC=C1)(C1=CC=CC=C1)C1=CC=CC=C1 (4-(3-Hydroxyazetidin-1-yl)carbonyl-5-((Z)-2-tritylthioethen-1-yl)thiazole). The yield is 68.7%. RXN SMILES: [C:1]([C:4]1[N:5]=[CH:6][S:7][C:8]=1/[CH:9]=[CH:10]\[S:11][C:12]([C:25]1[CH:30]=[CH:29][CH:28]=[CH:27][CH:26]=1)([C:19]1[CH:24]=[CH:23][CH:22]=[CH:21][CH:20]=1)[C:13]1[CH:18]=[CH:17][CH:16]=[CH:15][CH:14]=1)([OH:3])=O.C(C(C(C(O)=O)O)O)(O)=O.[OH:41][CH:42]1[CH2:45][NH:44][CH2:43]1>>[OH:41][CH:42]1[CH2:45][N:44]([C:1]([C:4]2[N:5]=[CH:6][S:7][C:8]=2/[CH:9]=[CH:10]\[S:11][C:12]([C:13]2[CH:14]=[CH:15][CH:16]=[CH:17][CH:18]=2)([C:19]2[CH:20]=[CH:21][CH:22]=[CH:23][CH:24]=2)[C:25]2[CH:30]=[CH:29][CH:28]=[CH:27][CH:26]=2)=[O:3])[CH2:43]1 |f:1.2|. Procedure: In the same manner as in step c) in Example 3, 0.742 g of the title compound was prepared from 0.957 g of 4-carboxy-5-((Z)-2-tritylthioethen-1-yl)thiazole and 0.757 g of 3-hydroxyazetidine tartrate. The reactants are CC(=O)C (Acetone), solution, C(CCC)[Li] (n-butyllithium), ClC=1N=C(C2=C(N1)C=CO2)N2CCOCC2 (2-Chloro-4-morpholinofuro[3,2-d]pyrimidine). Solvent: C1CCOC1 (THF). Reaction conditions: temperature -78 celsius, time 30 minute. Yields the product ClC=1N=C(C2=C(N1)C=C(O2)C(C)(C)O)N2CCOCC2 (2-(2-Chloro-4-morpholinofuro[3,2-d]pyrimidin-6-yl)propan-2-ol). RXN SMILES: [Cl:1][C:2]1[N:3]=[C:4]([N:11]2[CH2:16][CH2:15][O:14][CH2:13][CH2:12]2)[C:5]2[O:10][CH:9]=[CH:8][C:6]=2[N:7]=1.C([Li])CCC.[CH3:22][C:23]([CH3:25])=[O:24]>C1COCC1>[Cl:1][C:2]1[N:3]=[C:4]([N:11]2[CH2:16][CH2:15][O:14][CH2:13][CH2:12]2)[C:5]2[O:10][C:9]([C:23]([OH:24])([CH3:25])[CH3:22])=[CH:8][C:6]=2[N:7]=1. Reported procedure: To a solution of 2-chloro-4-morpholinofuro[3,2-d]pyrimidine 38 (60 mg, 1.0 eq) dissolved in THF (2.5 ml) at −78° C. was added 1.6M solution of n-butyllithium (0.20 ml, 1.3 eq, 1.6M in hexanes). Reaction mixture was stirred at −78° C. for 30 minutes. Acetone (0.07 ml, 4.0 eq) was added and reaction mixture was allowed to warm up to −40° C. and stirred for 1 h. The crude reaction mixture was concentrated and purified by reverse phase HPLC to afford 2-(2-chloro-4-morpholinofuro[3,2-d]pyrimidin-6-yl... The reactants are CC1=CC=C(C(=S)C2=CC=C3N2CCCC3C#N)C=C1 (3-p-methylthiobenzoyl-8-cyano-5,6,7,8-tetrahydropyrrolo[1,2-a]pyridine), O (water), [OH-].[K+] (potassium hydroxide), O (water). Run in C(CO)O (ethylene glycol). Product: CC1=CC=C(C(=S)C2=CC=C3N2CCCC3C(=O)O)C=C1 (3-p-methylthiobenzoyl-5,6,7,8-tetrahydropyrrolo[1,2-a]pyridine-8-carboxylic acid). RXN SMILES: [CH3:1][C:2]1[CH:20]=[CH:19][C:5]([C:6]([C:8]2[N:12]3[CH2:13][CH2:14][CH2:15][CH:16]([C:17]#N)[C:11]3=[CH:10][CH:9]=2)=[S:7])=[CH:4][CH:3]=1.[OH2:21].[OH-:22].[K+]>C(O)CO>[CH3:1][C:2]1[CH:20]=[CH:19][C:5]([C:6]([C:8]2[N:12]3[CH2:13][CH2:14][CH2:15][CH:16]([C:17]([OH:22])=[O:21])[C:11]3=[CH:10][CH:9]=2)=[S:7])=[CH:4][CH:3]=1 |f:2.3|. Reported procedure: A solution of the resulting nitrile (1.5 g., 0.005 moles) in ethylene glycol (20 ml.) containing water (1.6 ml.) and potassium hydroxide (1.65 g.) is heated in an oil bath at 110°-120°, in a nitrogen atmosphere, for 2.5 hours. The solution is cooled to room temperature, it is poured into water (60 ml.) and extracted with ether (2×30 ml.). The aqueous alkaline phase is cooled to 5° C. and made acidic to pH-4. The product is extracted into ethyl acetate (3×100 ml.), the extract is washed with wate...